This data is from the Open Reaction Database (ORD), a public repository of structured organic reaction records. The task is: describe an organic reaction: reactants, conditions, products, and yield Starting materials: ClC1=CC(=C(C#N)C=C1)C1=CC(NC=C1OC)=O (4-chloro-2-(5-methoxy-2-oxo-1,2-dihydropyridin-4-yl)benzonitrile), [H-].[Na+] (sodium hydride), C1(CCC1)CC(C(=O)OCC)OS(=O)(=O)C(F)(F)F (ethyl 3-cyclobutyl-2-{[(trifluoromethyl)sulphonyl]oxy}propanoate), 4E. The product is ClC=1C=CC(=C(C1)C1=CC(N(C=C1OC)C(C(=O)OCC)CC1CCC1)=O)C#N (Ethyl 2-[4-(5-chloro-2-cyanophenyl)-5-methoxy-2-oxopyridin-1(2H)-yl]-3-cyclobutylpropanoate). Reaction SMILES: [Cl:1][C:2]1[CH:9]=[CH:8][C:5]([C:6]#[N:7])=[C:4]([C:10]2[C:15]([O:16][CH3:17])=[CH:14][NH:13][C:12](=[O:18])[CH:11]=2)[CH:3]=1.[H-].[Na+].[CH:21]1([CH2:25][CH:26](OS(C(F)(F)F)(=O)=O)[C:27]([O:29][CH2:30][CH3:31])=[O:28])[CH2:24][CH2:23][CH2:22]1>>[Cl:1][C:2]1[CH:9]=[CH:8][C:5]([C:6]#[N:7])=[C:4]([C:10]2[C:15]([O:16][CH3:17])=[CH:14][N:13]([CH:26]([CH2:25][CH:21]3[CH2:22][CH2:23][CH2:24]3)[C:27]([O:29][CH2:30][CH3:31])=[O:28])[C:12](=[O:18])[CH:11]=2)[CH:3]=1 |f:1.2|. Reported procedure: 122 mg (purity 87%, 0.41 mmol) of 4-chloro-2-(5-methoxy-2-oxo-1,2-dihydropyridin-4-yl)benzonitrile in the presence of 1.3 eq. of sodium hydride and 161 mg (0.53 mmol, 1.3 eq.) of ethyl 3-cyclobutyl-2-{[(trifluoromethyl)sulphonyl]oxy}propanoate (racemate) were reacted at RT according to General 4E. The crude product was purified by flash chromatography (KP-SIL, cyclohexane/ethyl acetate 15-33%). Yield: 140 mg (82% of theory) The reactants are ice, C(C)(=O)NC1C=2C=CC=CC2C=2NC(C=3N(C21)C=CN3)=O ((10 RS)-10-acetamido-5H,10H-imidazo[1,2-a]indeno[1,2-e]pyrazin-4-one), [H-].[Na+] (sodium hydride), CS(=O)C (dimethyl sulphoxide), suspension, BrCCCC1=CC=CC=C1 (1-bromo-3-phenylpropane). The solvent is C(C)(=O)O (acetic acid), O (water), C(C)(=O)OCC (ethyl acetate). Yields the product C(C)(=O)NC1(C=2C=CC=CC2C=2NC(C=3N(C21)C=CN3)=O)CCCC3=CC=CC=C3 ((10 RS)-10-acetamido-10-(3-phenylpropyl)-5H,10H-imidazo[1,2-a]indeno[1,2-e)pyrazin-4-one). Reaction SMILES: [C:1]([NH:4][CH:5]1[C:17]2[N:16]3[CH:18]=[CH:19][N:20]=[C:15]3[C:14](=[O:21])[NH:13][C:12]=2[C:11]2[CH:10]=[CH:9][CH:8]=[CH:7][C:6]1=2)(=[O:3])[CH3:2].CS(C)=O.[H-].[Na+].Br[CH2:29][CH2:30][CH2:31][C:32]1[CH:37]=[CH:36][CH:35]=[CH:34][CH:33]=1>C(OCC)(=O)C.C(O)(=O)C.O>[C:1]([NH:4][C:5]1([CH2:29][CH2:30][CH2:31][C:32]2[CH:37]=[CH:36][CH:35]=[CH:34][CH:33]=2)[C:17]2[N:16]3[CH:18]=[CH:19][N:20]=[C:15]3[C:14](=[O:21])[NH:13][C:12]=2[C:11]2[CH:10]=[CH:9][CH:8]=[CH:7][C:6]1=2)(=[O:3])[CH3:2] |f:2.3|. Procedure details: The process is performed as in Example 44 but starting with 3 g of (10 RS)-10-acetamido-5H,10H-imidazo[1,2-a]indeno[1,2-e]pyrazin-4-one, 70 ml of dimethyl sulphoxide, 1.2 g of an 80% suspension of sodium hydride in oil and 2.6 ml of 1-bromo-3-phenylpropane. The reaction medium is poured into a mixture of 250 g of ice, 435 ml of distilled water and 6 ml of acetic acid. 200 ml of ethyl acetate are added to the suspension obtained and the mixture is stirred, followed, after separation of the phases... Starting materials: CO, Cl, O=C(O)C1NCCc2c1[nH]c1cc(F)ccc21, [K+], [K+], O=C([O-])[O-], O. Product: Fc1ccc2c3c([nH]c2c1)CNCC3. RXN SMILES: [CH3:26][OH:27].[ClH:25].[F:1][c:2]1[cH:3][cH:4][c:5]2[c:6]3[c:11]([nH:12][c:13]2[cH:14]1)[CH:10]([C:15]([OH:16])=[O:17])[NH:9][CH2:8][CH2:7]3.[K+:18].[K+:19].[O-:20][C:21]([O-:22])=[O:23].[OH2:24]>>[F:1][c:2]1[cH:3][cH:4][c:5]2[c:6]3[c:11]([nH:12][c:13]2[cH:14]1)[CH2:10][NH:9][CH2:8][CH2:7]3. Reactants: CN(CC#C)C (N,N-dimethylprop-2-yn-1-amine), ClC(=O)OC (methyl chloroformate), C(OC1=C(C=C(C(=C1)[N+](=O)[O-])Br)C1CCCC1)(OC)=O (4-Bromo-2-cyclopentyl-5-nitrophenyl methyl carbonate). Reagents/catalysts: Cl[Pd]([P](C1=CC=CC=C1)(C2=CC=CC=C2)C3=CC=CC=C3)([P](C4=CC=CC=C4)(C5=CC=CC=C5)C6=CC=CC=C6)Cl (Pd(PPh3)2Cl2), [Cu]I (CuI). Run in C(C)N(CC)CC (triethylamine), CN(C)C=O (DMF), C(C)N(CC)CC (triethylamine), C(C)(=O)OCC (ethyl acetate), ClCCl (dichloromethane), C(C)(=O)OCC (ethyl acetate). Conditions: temperature 100 celsius, time 10 minute. Product: C(OC1=C(C=C(C(=C1)[N+](=O)[O-])C#CCN(C)C)C1CCCC1)(OC)=O (2-cyclopentyl-4-(3-(dimethylamino)prop-1-ynyl)-5-nitrophenyl methyl carbonate). RXN SMILES: [C:1](=[O:20])([O:18][CH3:19])[O:2][C:3]1[CH:8]=[C:7]([N+:9]([O-:11])=[O:10])[C:6](Br)=[CH:5][C:4]=1[CH:13]1[CH2:17][CH2:16][CH2:15][CH2:14]1.[CH3:21][N:22]([CH3:26])[CH2:23][C:24]#[CH:25].ClC(OC)=O>C(OCC)(=O)C.ClCCl.Cl[Pd](Cl)([P](C1C=CC=CC=1)(C1C=CC=CC=1)C1C=CC=CC=1)[P](C1C=CC=CC=1)(C1C=CC=CC=1)C1C=CC=CC=1.[Cu]I.C(N(CC)CC)C.CN(C=O)C>[C:1](=[O:20])([O:18][CH3:19])[O:2][C:3]1[CH:8]=[C:7]([N+:9]([O-:11])=[O:10])[C:6]([C:25]#[C:24][CH2:23][N:22]([CH3:26])[CH3:21])=[CH:5][C:4]=1[CH:13]1[CH2:17][CH2:16][CH2:15][CH2:14]1 |^1:43,62|. Procedure: 4-Bromo-2-cyclopentyl-5-nitrophenyl methyl carbonate (1000 mg, 2.9 mmol), Pd(PPh3)2Cl2 (102 mg, 0.15 mmol), and CuI (17 mg, 0.087 mmol) were added to a large microwave tube which was flushed with N2 and capped. In a separate flask, DMF (10 mL), triethylamine (10 mL), and N,N-dimethylprop-2-yn-1-amine (725 mg, 929 μL, 8.72 mmol) were added and degassed by N2 bubbling (10 min). The degassed solution was then cannulated into the capped microwave tube under N2 atmosphere and heated under microwave i... Starting materials: ClC1=C(C=CC=C1)C1=C(C(=NO1)COC1OCCCC1)C=O (5-(2-chloro-phenyl)-3-(tetrahydro-pyran-2-yloxymethyl)-isoxazole-4-carbaldehyde), C(C)[Mg]Br (ethylmagnesium bromide), C(#C)C=1C=NC=NC1 (5-ethynyl-pyrimidine). Run in C1CCOC1 (THF), C(C)OCC (diethyl ether), C1CCOC1 (THF). Product: ClC1=C(C=CC=C1)C1=C(C(=NO1)COC1OCCCC1)C(C#CC=1C=NC=NC1)O (1-[5-(2-chloro-phenyl)-3-(tetrahydro-pyran-2-yloxymethyl)-isoxazol-4-yl]-3-pyrimidin-5-yl-prop-2-yn-1-ol). The yield is 40.1%. Reaction SMILES: C([Mg]Br)C.[C:5]([C:7]1[CH:8]=[N:9][CH:10]=[N:11][CH:12]=1)#[CH:6].[Cl:13][C:14]1[CH:19]=[CH:18][CH:17]=[CH:16][C:15]=1[C:20]1[O:24][N:23]=[C:22]([CH2:25][O:26][CH:27]2[CH2:32][CH2:31][CH2:30][CH2:29][O:28]2)[C:21]=1[CH:33]=[O:34]>C(OCC)C.C1COCC1>[Cl:13][C:14]1[CH:19]=[CH:18][CH:17]=[CH:16][C:15]=1[C:20]1[O:24][N:23]=[C:22]([CH2:25][O:26][CH:27]2[CH2:32][CH2:31][CH2:30][CH2:29][O:28]2)[C:21]=1[CH:33]([OH:34])[C:6]#[C:5][C:7]1[CH:8]=[N:9][CH:10]=[N:11][CH:12]=1. Procedure details: Add 3M ethylmagnesium bromide (36 mL, 109 mmol) in diethyl ether to a 0° C. solution of 5-ethynyl-pyrimidine (8.1 g, 77 mmol) in THF (75 mL). Add 5-(2-chloro-phenyl)-3-(tetrahydro-pyran-2-yloxymethyl)-isoxazole-4-carbaldehyde (10 g, 31 mmol) in THF (75 mL) and stir 15 h at RT. Quench the reaction with 1N HCl and extract with diethyl ether (2×150 mL). Wash the organic phase with brine (150 mL), dry over sodium sulfate, filter and concentrate under reduced pressure. Purification by flash chromatog... Starting materials: ClC1=C(CN2C3=C(NCC2)N=CC(=C3)I)C(=CC=C1F)F (1-(2-Chloro-3,6-difluorobenzyl)-7-iodo-1,2,3,4-tetrahydropyrido[2,3-b]pyrazine), CC1(OB(OC1(C)C)C=1C=CC(=NC1)N)C (5-(4,4,5,5-Tetramethyl-[1,3,2]dioxaborolan-2-yl)pyridin-2-ylamine). Product: ClC1=C(CN2C3=C(NCC2)N=CC(=C3)C=3C=CC(=NC3)N)C(=CC=C1F)F (5-[1-(2-Chloro-3,6-difluorobenzyl)-1,2,3,4-tetrahydropyrido[2,3-b]pyrazin-7-yl]-pyridin-2-ylamine). Isolated yield 52.0%. Reaction SMILES: [Cl:1][C:2]1[C:19]([F:20])=[CH:18][CH:17]=[C:16]([F:21])[C:3]=1[CH2:4][N:5]1[CH2:10][CH2:9][NH:8][C:7]2[N:11]=[CH:12][C:13](I)=[CH:14][C:6]1=2.CC1(C)C(C)(C)OB([C:30]2[CH:31]=[CH:32][C:33]([NH2:36])=[N:34][CH:35]=2)O1>>[Cl:1][C:2]1[C:19]([F:20])=[CH:18][CH:17]=[C:16]([F:21])[C:3]=1[CH2:4][N:5]1[CH2:10][CH2:9][NH:8][C:7]2[N:11]=[CH:12][C:13]([C:30]3[CH:31]=[CH:32][C:33]([NH2:36])=[N:34][CH:35]=3)=[CH:14][C:6]1=2. Reported procedure: 1-(2-Chloro-3,6-difluorobenzyl)-7-iodo-1,2,3,4-tetrahydropyrido[2,3-b]pyrazine (87 mg) was coupled to 5-(4,4,5,5-Tetramethyl-[1,3,2]dioxaborolan-2-yl)pyridin-2-ylamine as in General Procedure 4B to give the title compound as a light brown solid (52% yield). M.p.>200° C., LCMS: m/z=388.10 (M+H+), 1H-NMR (CDCl3, 400 MHz) δ 3.28 (2H, m), 3.51 (2H, m), 4.52 (2H, d, J=1.3 Hz), 6.58 (1H, dd, J=8.6, 0.8 Hz), 7.00 (1H, d, J=2.0 Hz), 7.05 (1H, m), 7.14 (1H, m), 7.30 (2H, s), 7.54 (1H, d, J=2.0 Hz), 7.58 ... Starting materials: 4-methoxy, Br (hydrogen bromide), COC=1C=C(C=CC1)\C=C/1\C(CCCC1)N1CCC1 ((±)-(E)-N-[2[(3-methoxyphenyl)methylene]cyclohexyl]azetidine). Solvent: O (water). Run at temperature 95 celsius. The product is OC=1C=C(C=CC1)C=C1C(CCCC1)N1CCC1 (N-[2-[(3-hydroxyphenyl)methylene]cyclohexyl]azetidine). The yield is 76.9%. Reaction SMILES: C[O:2][C:3]1[CH:4]=[C:5](/[CH:9]=[C:10]2/[CH:11]([N:16]3[CH2:19][CH2:18][CH2:17]3)[CH2:12][CH2:13][CH2:14][CH2:15]/2)[CH:6]=[CH:7][CH:8]=1.Br>O>[OH:2][C:3]1[CH:4]=[C:5]([CH:9]=[C:10]2[CH2:15][CH2:14][CH2:13][CH2:12][CH:11]2[N:16]2[CH2:19][CH2:18][CH2:17]2)[CH:6]=[CH:7][CH:8]=1. Procedure: A mixture of 1.1 g of (±)-(E)-N-[2[(3-methoxyphenyl)methylene]cyclohexyl]azetidine, prepared by analogy to the preparation of the 4-methoxy compound of Example 5, and 5 ml of 48% hydrogen bromide in water solution was stirred and heated at 95° C. for 2.75 hr. The resulting mixture was cooled and extracted with diethyl ether. The ether extract was dried with magnesium sulfate and evaporated to give 0.8 g of N-[2-[(3-hydroxyphenyl)methylene]cyclohexyl]azetidine as an oil which deposited as crystal...